This data is from the Open Reaction Database (ORD), a public repository of structured organic reaction records. The task is: describe an organic reaction: reactants, conditions, products, and yield The reactants are BrCBr, N#CC(CCOc1ccccc1)c1ccc(Cl)cc1, [H-], [Na+], CN(C)C=O. The product is N#CC(CBr)(CCOc1ccccc1)c1ccc(Cl)cc1. Reaction SMILES: [Br:22][CH2:23][Br:24].[Cl:3][c:4]1[cH:5][cH:6][c:7]([CH:10]([C:11]#[N:12])[CH2:13][CH2:14][O:15][c:16]2[cH:17][cH:18][cH:19][cH:20][cH:21]2)[cH:8][cH:9]1.[H-:1].[Na+:2].[O:25]=[CH:26][N:27]([CH3:28])[CH3:29]>>[Cl:3][c:4]1[cH:5][cH:6][c:7]([C:10]([C:11]#[N:12])([CH2:13][CH2:14][O:15][c:16]2[cH:17][cH:18][cH:19][cH:20][cH:21]2)[CH2:23][Br:22])[cH:8][cH:9]1. Starting materials: [Cl-].[Al+3].[Cl-].[Cl-] (aluminum chloride), [H-].[Al+3].[Li+].[H-].[H-].[H-] (lithium aluminum hydride), C(C1=CC=CC=C1)(=O)C=1C=C(C=CC1)C=CCC(C)(C)C1=CC=C(C=C1)OCC (1-(3-benzoylphenyl)-4-(4-ethoxyphenyl)-4-methyl-1-pentene), C(C)(=O)OCC (ethyl acetate), ice water. Yields the product C(C1=CC=CC=C1)C=1C=C(C=CC1)C=CCC(C)(C)C1=CC=C(C=C1)OCC (1-(3-benzylphenyl)-4-(4-ethoxyphenyl)-4-methyl-1-pentene). The solvent is CCOCC (ether), CCOCC (ether), CCOCC (ether). As a reaction SMILES: [H-].[Al+3].[Li+].[H-].[H-].[H-].[Cl-].[Al+3].[Cl-].[Cl-].[C:11]([C:19]1[CH:20]=[C:21]([CH:25]=[CH:26][CH2:27][C:28]([C:31]2[CH:36]=[CH:35][C:34]([O:37][CH2:38][CH3:39])=[CH:33][CH:32]=2)([CH3:30])[CH3:29])[CH:22]=[CH:23][CH:24]=1)(=O)[C:12]1[CH:17]=[CH:16][CH:15]=[CH:14][CH:13]=1.C(OCC)(=O)C>CCOCC>[CH2:11]([C:19]1[CH:20]=[C:21]([CH:25]=[CH:26][CH2:27][C:28]([C:31]2[CH:36]=[CH:35][C:34]([O:37][CH2:38][CH3:39])=[CH:33][CH:32]=2)([CH3:30])[CH3:29])[CH:22]=[CH:23][CH:24]=1)[C:12]1[CH:13]=[CH:14][CH:15]=[CH:16][CH:17]=1 |f:0.1.2.3.4.5,6.7.8.9|. The yield is 86.5%. Procedure details: To 5 ml of dry ether was added 0.1 g of lithium aluminum hydride, and thereinto was added a solution of 0.7 g of aluminum chloride in 10 ml of dry ether. A solution of 0.54 g of 1-(3-benzoylphenyl)-4-(4-ethoxyphenyl)-4-methyl-1-pentene (prepared according to (1) of Synthesis Example 12) in 2 ml of dry ether was added dropwise into the mixture, and refluxed for 30 minutes. After cooling to room temperature, ethyl acetate was added dropwise into the mixture. And the mixture was poured into ice wat... The reactants are FC1=C(C#N)C=CC(=C1)N1C2=CC=CC=C2C=2C(=CC=CC12)C1=NC2=C(N1)C=C(C=C2)F (2-fluoro-4-[4-(6-fluoro-1H-benzimidazol-2-yl)-9H-carbazol-9-yl]benzonitrile), aqueous solution, [OH-].[Na+] (sodium hydroxide), aqueous solution, OO (hydrogen peroxide), C([O-])([O-])=O.[K+].[K+] (potassium carbonate), Cl.FCCN (2-fluoroethylamine hydrochloride). The solvent is CS(=O)C (dimethyl sulphoxide), C(C)N(CC)CC (triethylamine), C(C)O (ethanol). The product is FC=1C=CC2=C(NC(=N2)C2=CC=CC=3N(C4=CC=CC=C4C23)C2=CC(=C(C(=O)N)C=C2)NCCF)C1 (4-[4-(6-fluoro-1H-benzimidazol-2-yl)-9H-carbazol-9-yl]-2-(2-fluoroethylamino)benzamide). As a reaction SMILES: F[C:2]1[CH:9]=[C:8]([N:10]2[C:22]3[CH:21]=[CH:20][CH:19]=[C:18]([C:23]4[NH:27][C:26]5[CH:28]=[C:29]([F:32])[CH:30]=[CH:31][C:25]=5[N:24]=4)[C:17]=3[C:16]3[C:11]2=[CH:12][CH:13]=[CH:14][CH:15]=3)[CH:7]=[CH:6][C:3]=1[C:4]#[N:5].C(=O)([O-])[O-].[K+].[K+].Cl.[F:40][CH2:41][CH2:42][NH2:43].[OH-:44].[Na+].OO>CS(C)=O.C(O)C.C(N(CC)CC)C>[F:32][C:29]1[CH:30]=[CH:31][C:25]2[N:24]=[C:23]([C:18]3[C:17]4[C:16]5[C:11](=[CH:12][CH:13]=[CH:14][CH:15]=5)[N:10]([C:8]5[CH:9]=[CH:2][C:3]([C:4]([NH2:5])=[O:44])=[C:6]([NH:43][CH2:42][CH2:41][F:40])[CH:7]=5)[C:22]=4[CH:21]=[CH:20][CH:19]=3)[NH:27][C:26]=2[CH:28]=1 |f:1.2.3,4.5,6.7|. Reported procedure: The process is carried out as in stage 3 of Example 3, but using 500 mg of 2-fluoro-4-[4-(6-fluoro-1H-benzimidazol-2-yl)-9H-carbazol-9-yl]benzonitrile, obtained according to stage 2 of Example 3, 493 mg of potassium carbonate, 1.78 g of 2-fluoroethylamine hydrochloride and 1.805 g of triethylamine in 5 ml of dimethyl sulphoxide. 2.26 ml of a 1M aqueous solution of sodium hydroxide, 2.19 ml of a 30% aqueous solution of hydrogen peroxide and 10 ml of ethanol are then added to the reaction medium. ... Reactants: C[S+](C)(C)=O, [Cl-], [H-], [I-], [NH4+], [Na+], CN(C)C=O, O=C1Nc2ccccc2C1=Cc1ccc2c(C=Cc3cccnc3)n[nH]c2c1. Yields the product O=C1Nc2ccccc2C12CC2c1ccc2c(C=Cc3cccnc3)n[nH]c2c1. RXN SMILES: [CH3:2][S+:3]([CH3:4])([CH3:5])=[O:6].[Cl-:37].[H-:8].[I-:1].[NH4+:38].[Na+:7].[O:39]=[CH:40][N:41]([CH3:42])[CH3:43].[n:9]1[cH:10][c:11]([CH:15]=[CH:16][c:17]2[n:18][nH:19][c:20]3[cH:21][c:22]([CH:26]=[C:27]4[C:28](=[O:36])[NH:29][c:30]5[cH:31][cH:32][cH:33][cH:34][c:35]54)[cH:23][cH:24][c:25]23)[cH:12][cH:13][cH:14]1>>[CH2:2]1[CH:26]([c:22]2[cH:21][c:20]3[nH:19][n:18][c:17]([CH:16]=[CH:15][c:11]4[cH:10][n:9][cH:14][cH:13][cH:12]4)[c:25]3[cH:24][cH:23]2)[C:27]12[C:28](=[O:36])[NH:29][c:30]1[cH:31][cH:32][cH:33][cH:34][c:35]12. Reactants: [Al+3], COc1ccccc1, [Cl-], [Cl-], [Cl-], COc1cc2c3c4c(cc(CN(C)C)c3n(Cc3ccccc3)c2cc1Br)C(=O)N(c1ccccc1)C4=O. Product: COc1cc2c(cc1Br)[nH]c1c(CN(C)C)cc3c(c12)C(=O)N(c1ccccc1)C3=O. RXN SMILES: [Al+3:40].[CH3:43][O:44][c:45]1[cH:46][cH:47][cH:48][cH:49][cH:50]1.[Cl-:39].[Cl-:41].[Cl-:42].[c:1]1([N:7]2[C:8](=[O:9])[c:10]3[cH:11][c:12]([CH2:35][N:36]([CH3:37])[CH3:38])[c:13]4[n:14]([CH2:28][c:29]5[cH:30][cH:31][cH:32][cH:33][cH:34]5)[c:15]5[cH:16][c:17]([Br:27])[c:18]([O:25][CH3:26])[cH:19][c:20]5[c:21]4[c:22]3[C:23]2=[O:24])[cH:2][cH:3][cH:4][cH:5][cH:6]1>>[c:1]1([N:7]2[C:8](=[O:9])[c:10]3[cH:11][c:12]([CH2:35][N:36]([CH3:37])[CH3:38])[c:13]4[nH:14][c:15]5[cH:16][c:17]([Br:27])[c:18]([O:25][CH3:26])[cH:19][c:20]5[c:21]4[c:22]3[C:23]2=[O:24])[cH:2][cH:3][cH:4][cH:5][cH:6]1. The yield is 20.1%. Reaction conditions: time 6 day. Reactants: [OH-].[Na+] (sodium hydroxide), [N+](=O)([O-])C1=CC=C(C=C1)CCCCO (4-(4-nitrophenyl)butan-1-ol), S(=O)(=O)(O)[O-] (hydrogen sulfate), BrCCCCCCBr (1,6-dibromohexane). Reported procedure: A stirred mixture of 4-(4-nitrophenyl)butan-1-ol (2.0 g, 10 mmol), tetra-n-butylammomium hydrogen sulfate (0.17 g, 0.5 mmol), and 1,6-dibromohexane (3.2 mL, 20 mmol) in dichloromethane (10 mL) was treated with aqueous sodium hydroxide solution (10 M, 1 mL). The reaction mixture was stirred for 6 days at room temperature. The organic and aqueous phases were separated. The aqueous phase was extracted thrice with dichloromethane. The combined organics were washed with water, dried over anhydrous ma... Product: BrCCCCCCOCCCCC1=CC=C(C=C1)[N+](=O)[O-] (1-(4-((6-bromohexyl)oxy)butyl)-4-nitrobenzene). As a reaction SMILES: [N+:1]([C:4]1[CH:9]=[CH:8][C:7]([CH2:10][CH2:11][CH2:12][CH2:13][OH:14])=[CH:6][CH:5]=1)([O-:3])=[O:2].S([O-])(O)(=O)=O.[Br:20][CH2:21][CH2:22][CH2:23][CH2:24][CH2:25][CH2:26]Br.[OH-].[Na+]>ClCCl>[Br:20][CH2:21][CH2:22][CH2:23][CH2:24][CH2:25][CH2:26][O:14][CH2:13][CH2:12][CH2:11][CH2:10][C:7]1[CH:6]=[CH:5][C:4]([N+:1]([O-:3])=[O:2])=[CH:9][CH:8]=1 |f:3.4|. Solvent: ClCCl (dichloromethane). Reaction conditions: time 16 hour. The reagents and catalysts are B(F)(F)F.CCOCC (boron trifluoride etherate). Procedure details: A solution of 1.6 g. (5.0 mmol.) of N-benzyloxycarbonyl-2-acetoxyglycine n-butyl ester and 1.0 ml. of thiophene in 10 ml. of methylene chloride was treated with three drops of boron trifluoride etherate and left to stir at 25° for 16 hours. The reaction mixture was concentrated in vacuo and the residue was dissolved in methylene chloride and chromatographed on silica gel with methylene chloride containing increasing amounts of ethyl acetate to give the title compound, m.p. 37°. Solvent: C(Cl)Cl (methylene chloride). The reactants are C(CCC)OC(C(NC(=O)OCC1=CC=CC=C1)OC(C)=O)=O (N-benzyloxycarbonyl-2-acetoxyglycine n-butyl ester), S1C=CC=C1 (thiophene). Product: C(CCC)OC(C(C=1SC=CC1)NC(=O)OCC1=CC=CC=C1)=O (α-(N-Benzyloxycarbonylamino)thiophene-2-acetic acid n-butyl ester). As a reaction SMILES: [CH2:1]([O:5][C:6](=[O:23])[CH:7](OC(=O)C)[NH:8][C:9]([O:11][CH2:12][C:13]1[CH:18]=[CH:17][CH:16]=[CH:15][CH:14]=1)=[O:10])[CH2:2][CH2:3][CH3:4].[S:24]1[CH:28]=[CH:27][CH:26]=[CH:25]1>B(F)(F)F.CCOCC.C(Cl)Cl>[CH2:1]([O:5][C:6](=[O:23])[CH:7]([NH:8][C:9]([O:11][CH2:12][C:13]1[CH:14]=[CH:15][CH:16]=[CH:17][CH:18]=1)=[O:10])[C:25]1[S:24][CH:28]=[CH:27][CH:26]=1)[CH2:2][CH2:3][CH3:4] |f:2.3|.